From a dataset of the Open Reaction Database (ORD), a public repository of structured organic reaction records. describe an organic reaction: reactants, conditions, products, and yield Reactants: stainless steel, C(C1=CC=CC=C1)=CC(C)=O (benzalacetone), O1CCCC1 (tetrahydrofuran). Solvent: CO (methanol). The product is C1(=CC=CC=C1)C=CC(C)O (4-phenyl-3-buten-2-ol). Isolated yield 34.1%. RXN SMILES: [CH:1](=[CH:8][C:9](=[O:11])[CH3:10])[C:2]1[CH:7]=[CH:6][CH:5]=[CH:4][CH:3]=1.O1CCCC1>CO>[C:2]1([CH:1]=[CH:8][CH:9]([OH:11])[CH3:10])[CH:7]=[CH:6][CH:5]=[CH:4][CH:3]=1. Procedure: In a 200 ml stainless steel autoclave were charged 5 g (34.2 mmole) of benzalacetone and 0.213 g (0.171 mmole) of ##STR24## synthesized in Example 4, and 3 ml of tetrahydrofuran and 2 ml of methanol were added thereto, followed by allowing the mixture to react at 30° C. under a hydrogen pressure of 50 kg/cm2 for 45 hours. The solvent was removed by distillation under reduced pressure (10 mmHg), and the reaction product was analyzed by GLC (PEG HT, 25 m, produced by Gasukuro Kogyo K.K.) to find t... Reactants: CC(=CCO)CCCC(CCCC(CCCC(C)C)C)C (3,7,11,15-tetramethyl-2-hexadecen-1-ol), title compound ( 2 ), CCCCCC.C(C)(=O)OCC (hexane ethyl acetate), 1,4-hydroquinone, O (water). Reagents/catalysts: [Cl-].[Zn+2].[Cl-] (zinc chloride). Solvent: C(C)(=O)OCCCC (butyl acetate), C(C)(=O)OCCCC (butyl acetate). Product: CC1(OC2=CC=C(C=C2CC1)O)CCCC(CCCC(CCCC(C)C)C)C (2-Methyl-2-(4,8,12-trimethyltridecyl)-6-chromanol). The yield is 40.0%. RXN SMILES: [CH3:1][C:2]([CH2:6][CH2:7][CH2:8][CH:9]([CH3:21])[CH2:10][CH2:11][CH2:12][CH:13]([CH3:20])[CH2:14][CH2:15][CH2:16][CH:17]([CH3:19])[CH3:18])=[CH:3][CH2:4]O.[OH2:22].[CH3:23][CH2:24][CH2:25][CH2:26]CC.C([O:32][CH2:33][CH3:34])(=O)C>C(OCCCC)(=O)C.[Cl-].[Zn+2].[Cl-]>[CH3:1][C:2]1([CH2:6][CH2:7][CH2:8][CH:9]([CH3:21])[CH2:10][CH2:11][CH2:12][CH:13]([CH3:20])[CH2:14][CH2:15][CH2:16][CH:17]([CH3:19])[CH3:18])[CH2:3][CH2:4][C:26]2[C:25](=[CH:24][CH:23]=[C:33]([OH:32])[CH:34]=2)[O:22]1 |f:2.3,5.6.7|. Procedure details: To 1.10 g (10.0 mmole) of 1,4-hydroquinone and 409 mg (3.00 mmole) of zinc chloride in 5 ml of butyl acetate there was dropwise added, under nitrogen atmosphere, 1.48 g (5.00 mmole) of 3,7,11,15-tetramethyl-2-hexadecen-1-ol in 5 ml of butyl acetate over one hour while refluxing under heating. After the completion of the dropwise addition, the reaction solution was refluxed under heating for additional 30 minutes, followed by allowing the reaction solution to cool, pouring it into water (100 ml) ... Procedure details: 0.29 ml triethylamine is added to a solution of 0.33 g 2-(5-Piperidin-4H[1,2,4]triazol-3-yl)-pyridine*2HCl (prepared from tert-butyl 4-(hydrazinocarbonyl)piperidine-1-carboxylate and pyridine-2-carbonitrile according to a procedure described in U.S. Pat. No. 4,011,218 or WO2005100344) in 10 ml methanol. To this solution a solution of 0.34 g 4-(3-Bromo-6-phenylpyrazolo[1,5-a]pyrimidin-5-yl)benzaldehyde in 10 ml DMF is added, followed by 0.14 ml glacial acetic acid and 0.38 g NaBH(OAc)3. The resul... As a reaction SMILES: [NH:1]([C:3]([CH:5]1[CH2:10][CH2:9][N:8]([C:11](OC(C)(C)C)=O)[CH2:7][CH2:6]1)=O)[NH2:2].[N:18]1[CH:23]=[CH:22][CH:21]=[CH:20][C:19]=1[C:24]#[N:25].[Br:26][C:27]1[CH:28]=[N:29][N:30]2[CH:35]=[C:34]([C:36]3[CH:41]=[CH:40][CH:39]=[CH:38][CH:37]=3)[C:33]([C:42]3[CH:49]=[CH:48][C:45](C=O)=[CH:44][CH:43]=3)=[N:32][C:31]=12.[BH-](OC(C)=O)(OC(C)=O)OC(C)=O.[Na+]>CO.CN(C=O)C.C(O)(=O)C.C(N(CC)CC)C>[Br:26][C:27]1[CH:28]=[N:29][N:30]2[CH:35]=[C:34]([C:36]3[CH:41]=[CH:40][CH:39]=[CH:38][CH:37]=3)[C:33]([C:42]3[CH:43]=[CH:44][C:45]([CH2:11][N:8]4[CH2:7][CH2:6][CH:5]([C:3]5[N:25]=[C:24]([C:19]6[CH:20]=[CH:21][CH:22]=[CH:23][N:18]=6)[NH:2][N:1]=5)[CH2:10][CH2:9]4)=[CH:48][CH:49]=3)=[N:32][C:31]=12 |f:3.4|. The reactants are BrC=1C=NN2C1N=C(C(=C2)C2=CC=CC=C2)C2=CC=C(C=O)C=C2 (4-(3-Bromo-6-phenylpyrazolo[1,5-a]pyrimidin-5-yl)benzaldehyde), [BH-](OC(=O)C)(OC(=O)C)OC(=O)C.[Na+] (NaBH(OAc)3), 2-(5-Piperidin-4H[1,2,4]triazol-3-yl)-pyridine, N(N)C(=O)C1CCN(CC1)C(=O)OC(C)(C)C (tert-butyl 4-(hydrazinocarbonyl)piperidine-1-carboxylate), N1=C(C=CC=C1)C#N (pyridine-2-carbonitrile), [BH-](OC(=O)C)(OC(=O)C)OC(=O)C.[Na+] (NaBH(OAc)3). Product: BrC=1C=NN2C1N=C(C(=C2)C2=CC=CC=C2)C2=CC=C(C=C2)CN2CCC(CC2)C2=NNC(=N2)C2=NC=CC=C2 (3-Bromo-6-phenyl-5-(4-{[4-(5-pyridin-2-yl-1H-1,2,4-triazol-3-yl)piperidin-1-yl]methyl}phenyl)pyrazolo[1,5-a]pyrimidine). Solvent: CN(C)C=O (DMF), C(C)(=O)O (acetic acid), C(C)N(CC)CC (triethylamine), CO (methanol). Reactants: CCc1ccc(C(=O)O)cc1C=O, CC[Zn]CC, O=Cc1ccc(C(=O)O)cc1O. The product is CCc1cc(C(=O)O)ccc1C=O. As a reaction SMILES: [CH2:1]([CH3:2])[c:3]1[cH:4][cH:5][c:6]([C:7]([OH:8])=[O:9])[cH:10][c:11]1[CH:12]=[O:13].[CH2:26]([Zn:27][CH2:28][CH3:29])[CH3:30].[CH:14](=[O:15])[c:16]1[c:17]([OH:25])[cH:18][c:19]([C:20](=[O:21])[OH:22])[cH:23][cH:24]1>>[CH2:1]([CH3:2])[c:17]1[c:16]([CH:14]=[O:15])[cH:24][cH:23][c:19]([C:20](=[O:21])[OH:22])[cH:18]1. Reactants: CO, CCn1c(-c2nonc2N)nc2c(COC(C)=O)ncc(Br)c21, [Na+], [OH-], O. Product: CCn1c(-c2nonc2N)nc2c(CO)ncc(Br)c21. As a reaction SMILES: [CH3:26][OH:27].[NH2:1][c:2]1[c:3](-[c:7]2[n:8]([CH2:22][CH3:23])[c:9]3[c:10]([c:11]([CH2:16][O:17][C:18](=[O:19])[CH3:20])[n:12][cH:13][c:14]3[Br:15])[n:21]2)[n:4][o:5][n:6]1.[Na+:25].[OH-:24].[OH2:28]>>[NH2:1][c:2]1[c:3](-[c:7]2[n:8]([CH2:22][CH3:23])[c:9]3[c:10]([c:11]([CH2:16][OH:17])[n:12][cH:13][c:14]3[Br:15])[n:21]2)[n:4][o:5][n:6]1. Reactants: BrC1=CC=C(C=C1)[C@@H](CC(=O)C1=CC(=NC=C1)C)C1=C(C=CC=C1)C ((R)-3-(4-Bromo-phenyl)-1-(2-methyl-pyridin-4-yl)-3-o-tolyl-propan-1-one), N1C(CCC1)=O (pyrrolidin-2-one), C1(=CC=CC=C1)P(C1=CC=CC=2C(C3=CC=CC(=C3OC12)P(C1=CC=CC=C1)C1=CC=CC=C1)(C)C)C1=CC=CC=C1 (4,5-bis(diphenylphosphino)-9,9-dimethylxanthene), C([O-])([O-])=O.[Cs+].[Cs+] (cesium carbonate). The reagents and catalysts are C=1C=CC(=CC1)/C=C/C(=O)/C=C/C2=CC=CC=C2.C=1C=CC(=CC1)/C=C/C(=O)/C=C/C2=CC=CC=C2.C=1C=CC(=CC1)/C=C/C(=O)/C=C/C2=CC=CC=C2.[Pd].[Pd] (tris(dibenzylideneacetone)dipalladium(0)). The solvent is O1CCOCC1 (1,4-dioxane). Yields the product CC1=NC=CC(=C1)C(C[C@@H](C1=C(C=CC=C1)C)C1=CC=C(C=C1)N1C(CCC1)=O)=O (1-{4-[(R)-3-(2-Methyl-pyridin-4-yl)-3-oxo-1-o-tolyl-propyl]-phenyl}-pyrrolidin-2-one). Reaction SMILES: Br[C:2]1[CH:7]=[CH:6][C:5]([C@H:8]([C:19]2[CH:24]=[CH:23][CH:22]=[CH:21][C:20]=2[CH3:25])[CH2:9][C:10]([C:12]2[CH:17]=[CH:16][N:15]=[C:14]([CH3:18])[CH:13]=2)=[O:11])=[CH:4][CH:3]=1.[NH:26]1[CH2:30][CH2:29][CH2:28][C:27]1=[O:31].C1(P(C2C=CC=CC=2)C2C3OC4C(=CC=CC=4P(C4C=CC=CC=4)C4C=CC=CC=4)C(C)(C)C=3C=CC=2)C=CC=CC=1.C(=O)([O-])[O-].[Cs+].[Cs+]>O1CCOCC1.C1C=CC(/C=C/C(/C=C/C2C=CC=CC=2)=O)=CC=1.C1C=CC(/C=C/C(/C=C/C2C=CC=CC=2)=O)=CC=1.C1C=CC(/C=C/C(/C=C/C2C=CC=CC=2)=O)=CC=1.[Pd].[Pd]>[CH3:18][C:14]1[CH:13]=[C:12]([C:10](=[O:11])[CH2:9][C@H:8]([C:5]2[CH:6]=[CH:7][C:2]([N:26]3[CH2:30][CH2:29][CH2:28][C:27]3=[O:31])=[CH:3][CH:4]=2)[C:19]2[CH:24]=[CH:23][CH:22]=[CH:21][C:20]=2[CH3:25])[CH:17]=[CH:16][N:15]=1 |f:3.4.5,7.8.9.10.11|. Reported procedure: In analogy to example 39, from (R)-3-(4-bromo-phenyl)-1-(2-methyl-pyridin-4-yl)-3-o-tolyl-propan-1-one (example 142, step 2) and pyrrolidin-2-one in the presence of tris(dibenzylideneacetone)dipalladium(0), 4,5-bis(diphenylphosphino)-9,9-dimethylxanthene and cesium carbonate in 1,4-dioxane was prepared the title compound as a white semisolid, MS (ESI+): m/z=399.1 ([M+H]+). Starting materials: FC=1C=CC(=C(C1)C(CC(CNC1=C2C=CC(=NC2=CC=C1)OC)(O)C(F)(F)F)(C)C)OC (4-(5-fluoro-2-methoxyphenyl)-1-(2-methoxyquinolin-5-ylamino)-4-methyl-2-(trifluoromethyl)pentan-2-ol), B(Br)(Br)Br.C(Cl)Cl (boron tribromide CH2Cl2), C(=O)(O)[O-].[Na+] (NaHCO3). The solvent is C(Cl)Cl (CH2Cl2). Conditions: time 15 hour. Yields the product FC=1C=CC(=C(C1)C(CC(CNC1=C2C=CC(=NC2=CC=C1)OC)(O)C(F)(F)F)(C)C)O (4-(5-Fluoro-2-hydroxyphenyl)-1-(2-methoxyquinolin-5-ylamino)-4-methyl-2-(trifluoromethyl)pentan-2-ol). The yield is 76.8%. RXN SMILES: [F:1][C:2]1[CH:3]=[CH:4][C:5]([O:32]C)=[C:6]([C:8]([CH3:31])([CH3:30])[CH2:9][C:10]([C:26]([F:29])([F:28])[F:27])([OH:25])[CH2:11][NH:12][C:13]2[CH:22]=[CH:21][CH:20]=[C:19]3[C:14]=2[CH:15]=[CH:16][C:17]([O:23][CH3:24])=[N:18]3)[CH:7]=1.B(Br)(Br)Br.C(Cl)Cl.C([O-])(O)=O.[Na+]>C(Cl)Cl>[F:1][C:2]1[CH:3]=[CH:4][C:5]([OH:32])=[C:6]([C:8]([CH3:30])([CH3:31])[CH2:9][C:10]([C:26]([F:27])([F:28])[F:29])([OH:25])[CH2:11][NH:12][C:13]2[CH:22]=[CH:21][CH:20]=[C:19]3[C:14]=2[CH:15]=[CH:16][C:17]([O:23][CH3:24])=[N:18]3)[CH:7]=1 |f:1.2,3.4|. Procedure details: 100 mg (0.21 mmol) of 4-(5-fluoro-2-methoxyphenyl)-1-(2-methoxyquinolin-5-ylamino)-4-methyl-2-(trifluoromethyl)pentan-2-ol in 9 ml of CH2Cl2 is mixed at room temperature with 4 ml of 1M boron tribromide-CH2Cl2 solution. After 15 hours at room temperature, the batch is poured into saturated NaHCO3 solution, stirred for 10 minutes and extracted with ethyl acetate. The combined organic extracts are dried (Na2SO4) and concentrated by evaporation in a vacuum. Chromatography on silica gel with hexane/...